From a dataset of the Open Reaction Database (ORD), a public repository of structured organic reaction records. describe an organic reaction: reactants, conditions, products, and yield Starting materials: C1CCOC1, CC(C)OC(=O)CCCC1CCC2C(CC(OC3CCCCO3)C2CO[Si](C)(C)C(C)(C)C)OC1, CCCC[N+](CCCC)(CCCC)CCCC, CCOC(C)=O, [F-]. Product: CC(C)OC(=O)CCCC1CCC2C(CC(OC3CCCCO3)C2CO)OC1. RXN SMILES: [CH2:19]1[O:20][CH2:21][CH2:22][CH2:23]1.[CH3:24][Si:25]([O:26][CH2:27][CH:28]1[CH:29]([O:47][CH:48]2[O:49][CH2:50][CH2:51][CH2:52][CH2:53]2)[CH2:30][CH:31]2[O:32][CH2:33][CH:34]([CH2:38][CH2:39][CH2:40][C:41](=[O:42])[O:43][CH:44]([CH3:45])[CH3:46])[CH2:35][CH2:36][CH:37]12)([CH3:54])[C:55]([CH3:56])([CH3:57])[CH3:58].[CH3:2][CH2:3][CH2:4][CH2:5][N+:6]([CH2:7][CH2:8][CH2:9][CH3:10])([CH2:11][CH2:12][CH2:13][CH3:14])[CH2:15][CH2:16][CH2:17][CH3:18].[CH3:59][CH2:60][O:61][C:62](=[O:63])[CH3:64].[F-:1]>>[OH:26][CH2:27][CH:28]1[CH:29]([O:47][CH:48]2[O:49][CH2:50][CH2:51][CH2:52][CH2:53]2)[CH2:30][CH:31]2[O:32][CH2:33][CH:34]([CH2:38][CH2:39][CH2:40][C:41](=[O:42])[O:43][CH:44]([CH3:45])[CH3:46])[CH2:35][CH2:36][CH:37]12.